From a dataset of the Open Reaction Database (ORD), a public repository of structured organic reaction records. describe an organic reaction: reactants, conditions, products, and yield The reactants are ClC1=NC=NC2=CC(=C(C=C12)OCCOC)OCCOC (4-Chloro-6,7-bis-(2-methoxy-ethoxy)-quinazoline), C(#C)C=1C=C(N)C=CC1F (3-ethynyl-4-fluoroaniline). Run in C(C)(C)O (isopropanol). Product: Cl.COCCOC=1C=C2C(=NC=NC2=CC1OCCOC)NC1=CC(=C(C=C1)F)C#C ([6,7-Bis-(2-methoxy-ethoxy)-quinazolin-4-yl]-(3-ethynyl-4-fluoro-phenyl)-amine Hydrochloride). The yield is 58.1%. Reaction SMILES: [Cl:1][C:2]1[C:11]2[C:6](=[CH:7][C:8]([O:17][CH2:18][CH2:19][O:20][CH3:21])=[C:9]([O:12][CH2:13][CH2:14][O:15][CH3:16])[CH:10]=2)[N:5]=[CH:4][N:3]=1.[C:22]([C:24]1[CH:25]=[C:26]([CH:28]=[CH:29][C:30]=1[F:31])[NH2:27])#[CH:23]>C(O)(C)C>[ClH:1].[CH3:16][O:15][CH2:14][CH2:13][O:12][C:9]1[CH:10]=[C:11]2[C:6](=[CH:7][C:8]=1[O:17][CH2:18][CH2:19][O:20][CH3:21])[N:5]=[CH:4][N:3]=[C:2]2[NH:27][C:26]1[CH:28]=[CH:29][C:30]([F:31])=[C:24]([C:22]#[CH:23])[CH:25]=1 |f:3.4|. Procedure details: 4-Chloro-6,7-bis-(2-methoxy-ethoxy)-quinazoline (140 mg, 0.446 mmol) and 3-ethynyl-4-fluoroaniline (66 mg, 0.452 mmol) were reacted in refluxing isopropanol (3 mL) under an atmosphere of N2 for 16 hours. The solvent was removed in vacuo and the residue was partitioned between CHCl3 and saturated aqueous NaHCO3. The organic extracts were washed with brine, dried over Na2SO4, filtered and concentrated in vacuo. The crude product was chromatographed on silica using 40% acetone/CH2Cl2 to provide 116... Reactants: CCO, NC1CCc2ccccc21, O=[N+]([O-])c1cc[n+]([O-])cc1F. Product: O=[N+]([O-])c1cc[n+]([O-])cc1NC1CCc2ccccc21. Reaction SMILES: [CH3:22][CH2:23][OH:24].[CH:12]1([NH2:21])[CH2:13][CH2:14][c:15]2[cH:16][cH:17][cH:18][cH:19][c:20]21.[F:1][c:2]1[cH:3][n+:4]([O-:11])[cH:5][cH:6][c:7]1[N+:8](=[O:9])[O-:10]>>[c:2]1([NH:21][CH:12]2[CH2:13][CH2:14][c:15]3[cH:16][cH:17][cH:18][cH:19][c:20]32)[cH:3][n+:4]([O-:11])[cH:5][cH:6][c:7]1[N+:8](=[O:9])[O-:10]. The reactants are C(=O)NC=1SC(=C(N1)C(C(=O)NC1[C@@H]2N(C(=C(CS2)CSC=2SC=NN2)C(=O)O)C1=O)=NOC)Cl (7-[2-(2-Formamido-5-chlorothiazol-4-yl)-2-methoxyiminoacetamido]-3-(1,3,4-thiadiazol-2-ylthiomethyl)-3-cephem-4-carboxylic acid), Cl (hydrochloric acid). The product is Cl.NC=1SC(=C(N1)C(C(=O)NC1[C@@H]2N(C(=C(CS2)CSC=2SC=NN2)C(=O)O)C1=O)=NOC)Cl (7-[2-(2-amino-5-chlorothiazol-4-yl)-2-methoxyiminoacetamido]-3-(1,3,4-thiadiazol-2-ylthiomethyl)-3-cephem-4-carboxylic acid hydrochloride). The yield is 116.2%. As a reaction SMILES: C([NH:3][C:4]1[S:5][C:6]([Cl:35])=[C:7]([C:9](=[N:32][O:33][CH3:34])[C:10]([NH:12][CH:13]2[C:30](=[O:31])[N:15]3[C:16]([C:27]([OH:29])=[O:28])=[C:17]([CH2:20][S:21][C:22]4[S:23][CH:24]=[N:25][N:26]=4)[CH2:18][S:19][C@H:14]23)=[O:11])[N:8]=1)=O.Cl>>[ClH:35].[NH2:3][C:4]1[S:5][C:6]([Cl:35])=[C:7]([C:9](=[N:32][O:33][CH3:34])[C:10]([NH:12][CH:13]2[C:30](=[O:31])[N:15]3[C:16]([C:27]([OH:29])=[O:28])=[C:17]([CH2:20][S:21][C:22]4[S:23][CH:24]=[N:25][N:26]=4)[CH2:18][S:19][C@H:14]23)=[O:11])[N:8]=1 |f:2.3|. Reported procedure: 7-[2-(2-Formamido-5-chlorothiazol-4-yl)-2-methoxyiminoacetamido]-3-(1,3,4-thiadiazol-2-ylthiomethyl)-3-cephem-4-carboxylic acid (syn isomer, 5.6 g.) was treated with conc. hydrochloric acid (2.4 ml.) in a similar manner to that of Example 1-(2) to give 7-[2-(2-amino-5-chlorothiazol-4-yl)-2-methoxyiminoacetamido]-3-(1,3,4-thiadiazol-2-ylthiomethyl)-3-cephem-4-carboxylic acid hydrochloride (syn isomer, 3.3 g.).